This data is from the Open Reaction Database (ORD), a public repository of structured organic reaction records. The task is: describe an organic reaction: reactants, conditions, products, and yield Starting materials: O[C@H]1[C@@H](O[C@@H]([C@H]1O)COC)N1C2=NC(=NC(=C2N=C1)NCC(C1=CC=CC=C1)C1=CC=CC=C1)CNS(=O)(=O)C1=CC=C(C=C1)C1CCN(CC1)C(C(F)(F)F)=O (N-({9-[(2R,3R,4S,5R)-3,4-dihydroxy-5-(methoxymethyl)tetrahydro-2-furanyl]-6-[(2,2-diphenylethyl)amino]-9H-purin-2-yl}methyl)-4-[1-(2,2,2-trifluoroacetyl)-4-piperidinyl]benzenesulfonamide). The solvent is N (ammonia). Product: O[C@H]1[C@@H](O[C@@H]([C@H]1O)COC)N1C2=NC(=NC(=C2N=C1)NCC(C1=CC=CC=C1)C1=CC=CC=C1)CNS(=O)(=O)C1=CC=C(C=C1)C1CCNCC1 (N-({9-[(2R,3R,4S,5R)-3,4-Dihydroxy-5-(methoxymethyl)tetrahydro-2-furanyl]-6-[(2,2-diphenylethyl)amino]-9H-purin-2-yl}methyl)-4-(4-piperidinyl)benzenesulfonamide). Isolated yield 78.8%. Reaction SMILES: [OH:1][C@@H:2]1[C@H:6]([OH:7])[C@@H:5]([CH2:8][O:9][CH3:10])[O:4][C@H:3]1[N:11]1[CH:19]=[N:18][C:17]2[C:12]1=[N:13][C:14]([CH2:35][NH:36][S:37]([C:40]1[CH:45]=[CH:44][C:43]([CH:46]3[CH2:51][CH2:50][N:49](C(=O)C(F)(F)F)[CH2:48][CH2:47]3)=[CH:42][CH:41]=1)(=[O:39])=[O:38])=[N:15][C:16]=2[NH:20][CH2:21][CH:22]([C:29]1[CH:34]=[CH:33][CH:32]=[CH:31][CH:30]=1)[C:23]1[CH:28]=[CH:27][CH:26]=[CH:25][CH:24]=1>N>[OH:1][C@@H:2]1[C@H:6]([OH:7])[C@@H:5]([CH2:8][O:9][CH3:10])[O:4][C@H:3]1[N:11]1[CH:19]=[N:18][C:17]2[C:12]1=[N:13][C:14]([CH2:35][NH:36][S:37]([C:40]1[CH:45]=[CH:44][C:43]([CH:46]3[CH2:47][CH2:48][NH:49][CH2:50][CH2:51]3)=[CH:42][CH:41]=1)(=[O:38])=[O:39])=[N:15][C:16]=2[NH:20][CH2:21][CH:22]([C:29]1[CH:34]=[CH:33][CH:32]=[CH:31][CH:30]=1)[C:23]1[CH:24]=[CH:25][CH:26]=[CH:27][CH:28]=1. Procedure: The title compound was prepared by a similar method to example 20 using N-({9-[(2R,3R,4S,5R)-3,4-dihydroxy-5-(methoxymethyl)tetrahydro-2-furanyl]-6-[(2,2-diphenylethyl)amino]-9H-purin-2-yl}methyl)-4-[1-(2,2,2-trfluoroacetyl)-4-piperidinyl]benzenesulfonamide (0.26 g, 0.32 mmol) (example 21) and a saturated methanolic solution of ammonia (20 ml). This gave the title compound (180 mg) as a solid. MS: 715 (MH+) Reactants: ClC=1C=C2N=C(C(=NC2=CC1)C(=O)O)OC (6-chloro-3-methoxy-2-quinoxalinecarboxylic acid), ClC=1C(=NC2=CC=C(C=C2N1)Cl)C(=O)OCC (3,6-dichloro-2-quinoxalinecarboxylic acid, ethyl ester). Product: COC=1C(=NC2=CC=C(C=C2N1)OC)C(=O)O (3,6-Dimethoxy-2-quinoxalinecarboxylic acid). As a reaction SMILES: Cl[C:2]1[CH:3]=[C:4]2[C:9](=[CH:10][CH:11]=1)[N:8]=[C:7]([C:12]([OH:14])=[O:13])[C:6]([O:15][CH3:16])=[N:5]2.ClC1C([C:29](OCC)=[O:30])=NC2C(N=1)=CC(Cl)=CC=2>>[CH3:16][O:15][C:6]1[C:7]([C:12]([OH:14])=[O:13])=[N:8][C:9]2[C:4]([N:5]=1)=[CH:3][C:2]([O:30][CH3:29])=[CH:11][CH:10]=2. Reported procedure: In a similar manner, 6-chloro-3-methoxy-2-quinoxalinecarboxylic acid, m.p. 165°-167°, was prepared from 3,6-dichloro-2-quinoxalinecarboxylic acid, ethyl ester (Example 12b) (68%). The reactants are BrC=1C=C(C=CC1)C1=CN=CO1 (5-(3-bromo-phenyl)-oxazole), COC1=NC=CC=C1B(O)O (2-methoxy-3-pyridinylboronic acid), C(=O)([O-])[O-].[K+].[K+] (K2CO3). The reagents and catalysts are C=1C=CC(=CC1)[P](C=2C=CC=CC2)(C=3C=CC=CC3)[Pd]([P](C=4C=CC=CC4)(C=5C=CC=CC5)C=6C=CC=CC6)([P](C=7C=CC=CC7)(C=8C=CC=CC8)C=9C=CC=CC9)[P](C=1C=CC=CC1)(C=1C=CC=CC1)C=1C=CC=CC1 (Pd(PPh3)4). Solvent: C1CCOC1 (THF), O (water), O (water). Yields the product COC1NC=CC=C1C1=CC(=CC=C1)C1=CN=CO1 (2-Methoxy-3-(3-oxazol-5-yl-phenyl)-1,2-dihydro-pyridine). RXN SMILES: Br[C:2]1[CH:3]=[C:4]([C:8]2[O:12][CH:11]=[N:10][CH:9]=2)[CH:5]=[CH:6][CH:7]=1.[CH3:13][O:14][C:15]1[C:20](B(O)O)=[CH:19][CH:18]=[CH:17][N:16]=1.C([O-])([O-])=O.[K+].[K+]>C1COCC1.O.C1C=CC([P]([Pd]([P](C2C=CC=CC=2)(C2C=CC=CC=2)C2C=CC=CC=2)([P](C2C=CC=CC=2)(C2C=CC=CC=2)C2C=CC=CC=2)[P](C2C=CC=CC=2)(C2C=CC=CC=2)C2C=CC=CC=2)(C2C=CC=CC=2)C2C=CC=CC=2)=CC=1>[CH3:13][O:14][CH:15]1[C:20]([C:2]2[CH:7]=[CH:6][CH:5]=[C:4]([C:8]3[O:12][CH:11]=[N:10][CH:9]=3)[CH:3]=2)=[CH:19][CH:18]=[CH:17][NH:16]1 |f:2.3.4,^1:39,41,60,79|. Procedure: A mixture of 5-(3-bromo-phenyl)-oxazole VI-a (1.33 g, 5.94 mmol), 2-methoxy-3-pyridinylboronic acid (1.00 g, 6.53 mmol), Pd(PPh3)4 and K2CO3 (1.81 g, 13.1 mmol) in THF (20 mL) and water (10 mL) was heated to reflux for 4 h. The mixture was cooled, then diluted with water and extracted with EtOAc. The combined organics were dried (MgSO4), filtered and the residue purified by column chromatography (SiO2; eluting with 30% EtOAc in cyclohexane) to afford the desired product VI-b as brown oil which c... The reactants are C(C(C)(C)C)(=O)CC#N (pivalyl acetonitrile), C([O-])(O)=O.[Na+] (sodium bicarbonate), [OH-].[K+] (potassium hydroxide), Cl.NO (hydroxylamine hydrochloride). Solvent: C(C)O (ethanol), C(C)O (ethanol), O (water). Run at time 1 hour. Product: NC1=NOC(=C1)C(C)(C)C (3-amino-5-(t-butyl)isoxazole). RXN SMILES: [C:1]([CH2:7][C:8]#[N:9])(=[O:6])[C:2]([CH3:5])([CH3:4])[CH3:3].[OH-].[K+].Cl.[NH2:13]O.C(=O)(O)[O-].[Na+]>C(O)C.O>[NH2:9][C:8]1[CH:7]=[C:1]([C:2]([CH3:5])([CH3:4])[CH3:3])[O:6][N:13]=1 |f:1.2,3.4,5.6|. Reported procedure: In a 100 ml. round bottom 3-neck flask there was placed 2 g. of pivalyl acetonitrile, 0.9 g. of potassium hydroxide, 25 ml. of ethanol, and 35 ml. of water. The mixture was heated to refluxing, and an aqueous solution of hydroxylamine hydrochloride was added. After the addition was complete, the mixture showed a pH of 5.6. The pH was immediately adjusted to 6.2 by adding aqueous saturated sodium bicarbonate solution. The pH of the reaction mixture after 1 hour was 6.3. After 2 hours, the pH of t... Starting materials: CCOC(CN1C(=O)C(Cl)(Cl)c2ccccc21)OCC, CCOC(C)=O, CS(C)=O, Cl, [Na+], [OH-]. Yields the product CCOC(CN1C(=O)C(=O)c2ccccc21)OCC. Reaction SMILES: [CH2:1]([CH3:2])[O:3][CH:4]([CH2:5][N:6]1[C:7](=[O:17])[C:8]([Cl:15])([Cl:16])[c:9]2[cH:10][cH:11][cH:12][cH:13][c:14]21)[O:18][CH2:19][CH3:20].[CH3:24][CH2:25][O:26][C:27](=[O:28])[CH3:29].[CH3:30][S:31](=[O:32])[CH3:33].[ClH:23].[Na+:22].[OH-:21]>>[CH2:1]([CH3:2])[O:3][CH:4]([CH2:5][N:6]1[C:7](=[O:17])[C:8](=[O:26])[c:9]2[cH:10][cH:11][cH:12][cH:13][c:14]21)[O:18][CH2:19][CH3:20].